This data is from the Open Reaction Database (ORD), a public repository of structured organic reaction records. The task is: describe an organic reaction: reactants, conditions, products, and yield Starting materials: BrC(C(OC(C)=O)P(=O)(Cl)Cl)C ((2-bromo-1-acetoxypropyl)phosphonic dichloride), P12(=S)SP3(=S)SP(=S)(S1)SP(=S)(S2)S3 (P2S5). The product is BrC(C(OC(C)=O)P(=S)(Cl)Cl)C ((2-bromo-1-acetoxypropyl)phosphonothioic dichloride). RXN SMILES: [Br:1][CH:2]([CH3:12])[CH:3]([P:8]([Cl:11])([Cl:10])=O)[O:4][C:5](=[O:7])[CH3:6].P12(SP3(SP(SP(S3)(S1)=S)(=S)S2)=S)=[S:14]>>[Br:1][CH:2]([CH3:12])[CH:3]([P:8]([Cl:11])([Cl:10])=[S:14])[O:4][C:5](=[O:7])[CH3:6]. Procedure details: One and one-quarter grams of (2-bromo-1-acetoxypropyl)phosphonic dichloride is heated with 0.55 g. of finely pulverized P2S5 under nitrogen at 130°C. for three hours. The reaction mixture is fractionally distilled to give threo (2-bromo-1-acetoxypropyl)phosphonothioic dichloride. Reactants: C1CCOC1, [CH2]C, CN(C)N=Nc1c(C(=O)[O-])[se]c2c1CCCC2, [NH4+], [OH-], O. The product is CN(C)N=Nc1c(C(N)=O)[se]c2c1CCCC2. Reaction SMILES: [CH2:23]1[O:24][CH2:25][CH2:26][CH2:27]1.[CH2:3][CH3:4].[CH3:5][N:6]([CH3:7])[N:8]=[N:9][c:10]1[c:11]([C:19](=[O:20])[O-:21])[se:12][c:13]2[c:14]1[CH2:15][CH2:16][CH2:17][CH2:18]2.[NH4+:1].[OH-:2].[OH2:22]>>[NH2:1][C:19]([c:11]1[c:10]([N:9]=[N:8][N:6]([CH3:5])[CH3:7])[c:14]2[c:13]([se:12]1)[CH2:18][CH2:17][CH2:16][CH2:15]2)=[O:21]. Starting materials: ice, [Si](C1=CC=CC=C1)(C1=CC=CC=C1)(C(C)(C)C)OC[C@H](CC)N1C([C@@](C[C@@H]([C@H]1C1=CC=C(C=C1)Cl)C1=CC(=CC=C1)Cl)(C)CC(=O)O)=O (2-((3R,5R,6S)-1-((S)-1-(tert-butyldiphenylsilyloxy)butan-2-yl)-5-(3-chlorophenyl)-6-(4-chlorophenyl)-3-methyl-2-oxopiperidin-3-yl)acetic acid), solution, CCCC[N+](CCCC)(CCCC)CCCC.[F-] (TBAF), solution, CCCC[N+](CCCC)(CCCC)CCCC.[F-] (TBAF). The solvent is C1CCOC1 (THF), C1CCOC1 (THF), C1CCOC1 (THF). Conditions: time 5 hour. Yields the product ClC=1C=C(C=CC1)[C@H]1C[C@](C(N([C@@H]1C1=CC=C(C=C1)Cl)[C@H](CO)CC)=O)(C)CC(=O)O (2-((3R,5R,6S)-5-(3-chlorophenyl)-6-(4-chlorophenyl)-1-((S)-1-hydroxybutan-2-yl)-3-methyl-2-oxopiperidin-3-yl)acetic acid). As a reaction SMILES: [Si]([O:18][CH2:19][C@@H:20]([N:23]1[C@H:28]([C:29]2[CH:34]=[CH:33][C:32]([Cl:35])=[CH:31][CH:30]=2)[C@@H:27]([C:36]2[CH:41]=[CH:40][CH:39]=[C:38]([Cl:42])[CH:37]=2)[CH2:26][C@@:25]([CH2:44][C:45]([OH:47])=[O:46])([CH3:43])[C:24]1=[O:48])[CH2:21][CH3:22])(C(C)(C)C)(C1C=CC=CC=1)C1C=CC=CC=1.CCCC[N+](CCCC)(CCCC)CCCC.[F-]>C1COCC1>[Cl:42][C:38]1[CH:37]=[C:36]([C@@H:27]2[C@@H:28]([C:29]3[CH:34]=[CH:33][C:32]([Cl:35])=[CH:31][CH:30]=3)[N:23]([C@@H:20]([CH2:21][CH3:22])[CH2:19][OH:18])[C:24](=[O:48])[C@:25]([CH2:44][C:45]([OH:47])=[O:46])([CH3:43])[CH2:26]2)[CH:41]=[CH:40][CH:39]=1 |f:1.2|. Procedure details: To an ice-cooled solution of 370 g (0.53 mmol) of 2-((3R,5R,6S)-1-((S)-1-(tert-butyldiphenylsilyloxy)butan-2-yl)-5-(3-chlorophenyl)-6-(4-chlorophenyl)-3-methyl-2-oxopiperidin-3-yl)acetic acid (Example 185, Step F) in THF (15 mL) was added 2.60 mL (2.60 mmol) of a 1 M solution of TBAF in THF. The yellow solution was warmed to rt and stirred for 5 h. At this time 2.60 mL (2.60 mmol) of a 1 M solution of TBAF in THF was added and the reaction was stirred for an additional 20 h. The reaction was par... Reactants: CCOCc1nc2c(Oc3ccccc3)nc(C)cc2n1CC(C)C, CC(=O)[O-], CCOCC, CCOC(C)=O, [NH4+]. Yields the product CCOCc1nc2c(N)nc(C)cc2n1CC(C)C. Reaction SMILES: [CH2:1]([CH3:2])[O:3][CH2:4][c:5]1[n:6]([CH2:22][CH:23]([CH3:24])[CH3:25])[c:7]2[c:8]([c:9]([O:14][c:15]3[cH:16][cH:17][cH:18][cH:19][cH:20]3)[n:10][c:11]([CH3:13])[cH:12]2)[n:21]1.[CH3:27][C:28](=[O:29])[O-:30].[CH3:31][CH2:32][O:33][CH2:34][CH3:35].[CH3:36][CH2:37][O:38][C:39](=[O:40])[CH3:41].[NH4+:26]>>[CH2:1]([CH3:2])[O:3][CH2:4][c:5]1[n:6]([CH2:22][CH:23]([CH3:24])[CH3:25])[c:7]2[c:8]([c:9]([NH2:26])[n:10][c:11]([CH3:13])[cH:12]2)[n:21]1. Starting materials: FC(C(=O)O)(F)F (trifluoroacetic acid), CC1=C(SC=C1)C=1C(=NN2C1N=C(C=C2C(CC)CC)C)C (3-(3-methyl-thiophene-2-yl)-7-(1-ethyl-propyl)-2,5-dimethyl-pyrazolo[1,5-a]pyrimidine), [N+](=O)(O)[O-] (nitric acid). Run in ClCCl (dichloromethane), ClCCl (dichloromethane). Reaction conditions: temperature 0 celsius. Product: [N+](=O)([O-])C1=CC(=C(S1)C=1C(=NN2C1N=C(C=C2C(CC)CC)C)C)C (3-(5-Nitro-3-methyl-thiophene-2-yl)-7-(1-ethyl-propyl)-2,5-dimethylpyrazolo[1,5-a]pyrimidine). The yield is 76.1%. Reaction SMILES: [CH3:1][C:2]1[CH:6]=[CH:5][S:4][C:3]=1[C:7]1[C:8]([CH3:22])=[N:9][N:10]2[C:15]([CH:16]([CH2:19][CH3:20])[CH2:17][CH3:18])=[CH:14][C:13]([CH3:21])=[N:12][C:11]=12.FC(F)(F)C(O)=O.[N+:30]([O-])([OH:32])=[O:31]>ClCCl>[N+:30]([C:5]1[S:4][C:3]([C:7]2[C:8]([CH3:22])=[N:9][N:10]3[C:15]([CH:16]([CH2:17][CH3:18])[CH2:19][CH3:20])=[CH:14][C:13]([CH3:21])=[N:12][C:11]=23)=[C:2]([CH3:1])[CH:6]=1)([O-:32])=[O:31]. Procedure: Dissolve 3-(3-methyl-thiophene-2-yl)-7-(1-ethyl-propyl)-2,5-dimethyl-pyrazolo[1,5-a]pyrimidine (0.419 g, 1.33 mmol) in dichloromethane (2.5 mL), stir under an inert atmosphere, chill in an ice bath to 0° C. and add trifluoroacetic acid (5 mL). Add concentrated (70%) nitric acid (0.132 g, 1.47 mmol) to the reaction dropwise. The solution changes color from yellow to dark green. Stir 1 h under an inert atmosphere while in an ice bath and confirm the reaction is complete using TLC. Dilute the react...